Task: describe an organic reaction: reactants, conditions, products, and yield. Dataset: the Open Reaction Database (ORD), a public repository of structured organic reaction records The reactants are CCOC(=O)c1cc2ccccc2n1CC(=O)OC(C)(C)C, ClCCl, O=C(O)C(F)(F)F. Product: CCOC(=O)c1cc2ccccc2n1CC(=O)O. Reaction SMILES: [CH2:1]([CH3:2])[O:3][C:4](=[O:5])[c:6]1[n:7]([CH2:15][C:16](=[O:17])[O:18][C:19]([CH3:20])([CH3:21])[CH3:22])[c:8]2[cH:9][cH:10][cH:11][cH:12][c:13]2[cH:14]1.[Cl:30][CH2:31][Cl:32].[OH:23][C:24]([C:25]([F:26])([F:27])[F:28])=[O:29]>>[CH2:1]([CH3:2])[O:3][C:4](=[O:5])[c:6]1[n:7]([CH2:15][C:16](=[O:17])[OH:18])[c:8]2[cH:9][cH:10][cH:11][cH:12][c:13]2[cH:14]1.